Dataset: the Open Reaction Database (ORD), a public repository of structured organic reaction records. Task: describe an organic reaction: reactants, conditions, products, and yield The product is OC1=C(C(=O)OC(C)(C)C)C(=CC=C1C(F)(F)F)COC=1C=NC(=CC1)C1=C(C=C(C=C1)CC(=O)OC)C (tert-butyl 2-hydroxy-6-{[(6-{4-[(methoxycarbonyl)methyl]-2-methylphenyl}-3-pyridinyl)oxy]methyl}-3-(trifluoromethyl)benzoate). RXN SMILES: Cl[C:2]1[N:7]=[CH:6][C:5]([O:8][CH2:9][C:10]2[C:15]([C:16]([O:18][C:19]([CH3:22])([CH3:21])[CH3:20])=[O:17])=[C:14]([OH:23])[C:13]([C:24]([F:27])([F:26])[F:25])=[CH:12][CH:11]=2)=[CH:4][CH:3]=1.[CH3:28][C:29]1[CH:30]=[C:31]([CH2:44][C:45]([O:47][CH3:48])=[O:46])[CH:32]=[CH:33][C:34]=1B1OC(C)(C)C(C)(C)O1>>[OH:23][C:14]1[C:13]([C:24]([F:27])([F:26])[F:25])=[CH:12][CH:11]=[C:10]([CH2:9][O:8][C:5]2[CH:6]=[N:7][C:2]([C:34]3[CH:33]=[CH:32][C:31]([CH2:44][C:45]([O:47][CH3:48])=[O:46])=[CH:30][C:29]=3[CH3:28])=[CH:3][CH:4]=2)[C:15]=1[C:16]([O:18][C:19]([CH3:22])([CH3:21])[CH3:20])=[O:17]. Reported procedure: According to a method similar to Example (76-1), from tert-butyl 6-{[(6-chloro-3-pyridinyl)oxy]methyl}-2-hydroxy-3-(trifluoromethyl)benzoate (240 mg, 0.59 mmol) obtained in Example (84-1) and methyl [3-methyl-4-(4,4,5,5-tetramethyl-1,3,2-dioxaborolan-2-yl)phenyl]acetate (224 mg, 0.77 mmol) obtained in Example (84-3), tert-butyl 2-hydroxy-6-{[(6-{4-[(methoxycarbonyl)methyl]-2-methylphenyl}-3-pyridinyl)oxy]methyl}-3-(trifluoromethyl)benzoate was obtained (157 mg, yield: 50%). Reactants: ClC1=CC=C(C=N1)OCC1=CC=C(C(=C1C(=O)OC(C)(C)C)O)C(F)(F)F (tert-butyl 6-{[(6-chloro-3-pyridinyl)oxy]methyl}-2-hydroxy-3-(trifluoromethyl)benzoate), CC=1C=C(C=CC1B1OC(C(O1)(C)C)(C)C)CC(=O)OC (methyl [3-methyl-4-(4,4,5,5-tetramethyl-1,3,2-dioxaborolan-2-yl)phenyl]acetate). The yield is 50.0%. Starting materials: C(=O)([O-])[O-].[K+].[K+] (K2CO3), Cl.ClCCN1CCCC1 (1-(2-chloroethyl)pyrrolidine hydrochloride), C(C)(C)(C)C1=C(C(=C2C(=NC(=NC2=C1)SC)C1=CC(=CC=C1)O)N)C(=O)N (tert-butyl 5-amino-2-methylthio-4-(3-hydroxyphenyl)-quinazoline-6-carboxamide). Solvent: CC(=O)C (acetone). Run at time 30 minute. Yields the product C(C)(C)(C)C1=C(C(=C2C(=NC(=NC2=C1)SC)C1=CC(=CC=C1)OCCN1CCCC1)N)C(=O)N (tert-Butyl 5-amino-2-methylthio-4-(3-(2-(pyrrolidin-1-yl)-ethoxy)-phenyl)-quinazoline-6-carboxamide). Reaction SMILES: C([O-])([O-])=O.[K+].[K+].Cl.Cl[CH2:9][CH2:10][N:11]1[CH2:15][CH2:14][CH2:13][CH2:12]1.[C:16]([C:20]1[CH:29]=[C:28]2[C:23]([C:24]([C:32]3[CH:37]=[CH:36][CH:35]=[C:34]([OH:38])[CH:33]=3)=[N:25][C:26]([S:30][CH3:31])=[N:27]2)=[C:22]([NH2:39])[C:21]=1[C:40]([NH2:42])=[O:41])([CH3:19])([CH3:18])[CH3:17]>CC(C)=O>[C:16]([C:20]1[CH:29]=[C:28]2[C:23]([C:24]([C:32]3[CH:37]=[CH:36][CH:35]=[C:34]([O:38][CH2:9][CH2:10][N:11]4[CH2:15][CH2:14][CH2:13][CH2:12]4)[CH:33]=3)=[N:25][C:26]([S:30][CH3:31])=[N:27]2)=[C:22]([NH2:39])[C:21]=1[C:40]([NH2:42])=[O:41])([CH3:19])([CH3:17])[CH3:18] |f:0.1.2,3.4|. Procedure: A mixture of K2CO3 (1.0 g), 1-(2-chloroethyl)pyrrolidine hydrochloride (66 mg) and tert-butyl 5-amino-2-methylthio-4-(3-hydroxyphenyl)-quinazoline-6-carboxamide (example 26a, 121 mg) in acetone was heated overnight at reflux. The mixture was cooled to room temperature, the solids were removed by filtration and the filtrate concentrated under reduced pressure. The residue was taken up in EtOAc and washed with water and brine. The organic phase was dried (MgSO4) and concentrated in vacuo. The titl... Starting materials: CCOCC1(C(=O)O)C=CC(NC(=O)OC(C)(C)C)C1, CCO. Product: CCOCC1(C(=O)O)CCC(NC(=O)OC(C)(C)C)C1. RXN SMILES: [C:1]([CH3:2])([CH3:3])([CH3:4])[O:5][C:6](=[O:7])[NH:8][CH:9]1[CH:10]=[CH:11][C:12]([C:14](=[O:15])[OH:16])([CH2:17][O:18][CH2:19][CH3:20])[CH2:13]1.[CH3:21][CH2:22][OH:23]>>[C:1]([CH3:2])([CH3:3])([CH3:4])[O:5][C:6](=[O:7])[NH:8][CH:9]1[CH2:10][CH2:11][C:12]([C:14](=[O:15])[OH:16])([CH2:17][O:18][CH2:19][CH3:20])[CH2:13]1.